Task: describe an organic reaction: reactants, conditions, products, and yield. Dataset: the Open Reaction Database (ORD), a public repository of structured organic reaction records Starting materials: BrC1=C(C=C2CCN(C(C2=C1)C(=O)O)C(C(=O)N(C(C)C)CCN(CC#CC=1SC=CC1)C(=O)OC(C)(C)C)=O)OC (7-bromo-2-(2-((2-(tert-butoxycarbonyl(3-(thiophen-2-yl)prop-2-ynyl)amino)ethyl)(isopropyl)amino)-2-oxoacetyl)-6-methoxy-1,2,3,4-tetrahydroisoquinoline-1-carboxylic acid), C(C)(C)(C)N(C(C(=O)N1C(C2=CC(=C(C=C2CC1)OC)[N+](=O)[O-])C(=O)OCC)=O)CCC#CC=1SC=CC1 (ethyl 2-(2-(tert-butyl(4-(thiophen-2-yl)but-3-ynyl)amino)-2-oxoacetyl)-6-methoxy-7-nitro-1,2,3,4-tetrahydroisoquinoline-1-carboxylate), C(C)(=O)[O-].[Na+] (sodium acetate), [NH4+].[OH-] (NH4OH). The solvent is C(C)(=O)OC(C)=O (acetic anhydride), O (water). Reaction conditions: time 1 hour. Yields the product BrC=1C(=CC=2CCN3C(C2C1)=C(C1=C3C(N(CCN(C1)C(=O)OC(C)(C)C)C(C)C)=O)C=1SC=CC1)OC (tert-butyl 2-bromo-9-isopropyl-3-methoxy-8-oxo-14-(2-thienyl)-5,6,8,10,11,13-hexahydro[1,4]diazocino[6′,7′:4,5]pyrrolo[2,1-a]isoquinoline-12(9H)-carboxylate). RXN SMILES: [Br:1][C:2]1[CH:11]=[C:10]2[C:5]([CH2:6][CH2:7][N:8]([C:15](=O)[C:16]([N:18]([CH2:22][CH2:23][N:24]([C:33]([O:35][C:36]([CH3:39])([CH3:38])[CH3:37])=[O:34])[CH2:25][C:26]#[C:27][C:28]3[S:29][CH:30]=[CH:31][CH:32]=3)[CH:19]([CH3:21])[CH3:20])=[O:17])[CH:9]2C(O)=O)=[CH:4][C:3]=1[O:41][CH3:42].C(N(CCC#CC1SC=CC=1)C(=O)C(N1CCC2C(=CC([N+]([O-])=O)=C(OC)C=2)C1C(OCC)=O)=O)(C)(C)C.C([O-])(=O)C.[Na+].[NH4+].[OH-]>C(OC(=O)C)(=O)C.O>[Br:1][C:2]1[C:3]([O:41][CH3:42])=[CH:4][C:5]2[CH2:6][CH2:7][N:8]3[C:15]4[C:16](=[O:17])[N:18]([CH:19]([CH3:20])[CH3:21])[CH2:22][CH2:23][N:24]([C:33]([O:35][C:36]([CH3:37])([CH3:38])[CH3:39])=[O:34])[CH2:25][C:26]=4[C:27]([C:28]4[S:29][CH:30]=[CH:31][CH:32]=4)=[C:9]3[C:10]=2[CH:11]=1 |f:2.3,4.5|. Procedure: A solution of 600 mg of 10k in 8 ml of acetic anhydride and 1g of anhydrous sodium acetate was heated under N2 for 45 min at 100° C. The reaction mixture was cooled and 20 ml of water was added and the mixture was stirred for another 1 hr at ambient temperature. The reaction mixture was then treated with cold conc. aq. NH4OH to make it slightly basic and the product was extracted with ethyl acetate. The crude material thus isolated was purified by chromatography over silica gel, using a gradient...